From a dataset of the Open Reaction Database (ORD), a public repository of structured organic reaction records. describe an organic reaction: reactants, conditions, products, and yield Reactants: ClC=1N=C(C(=NC1C(C)(C)O)C(=O)N)NC1=CC(=C(C=C1)N1CCN(CC1)C)OC (5-chloro-6-(2-hydroxypropan-2-yl)-3-{[3-methoxy-4-(4-methylpiperazin-1-yl)phenyl]amino}pyrazine-2-carboxamide), FC(C(=O)O)(F)F (trifluoroacetic acid), C(C)[SiH](CC)CC (triethylsilane). Reaction conditions: time 22 hour. The product is ClC=1N=C(C(=NC1C(C)C)C(=O)N)NC1=CC(=C(C=C1)N1CCN(CC1)C)OC (5-chloro-6-isopropyl-3-{[3-methoxy-4-(4-methylpiperazin-1-yl)phenyl]amino}pyrazine-2-carboxamide). The yield is 75.8%. Reaction SMILES: [Cl:1][C:2]1[N:3]=[C:4]([NH:15][C:16]2[CH:21]=[CH:20][C:19]([N:22]3[CH2:27][CH2:26][N:25]([CH3:28])[CH2:24][CH2:23]3)=[C:18]([O:29][CH3:30])[CH:17]=2)[C:5]([C:12]([NH2:14])=[O:13])=[N:6][C:7]=1[C:8](O)([CH3:10])[CH3:9].FC(F)(F)C(O)=O.C([SiH](CC)CC)C>>[Cl:1][C:2]1[N:3]=[C:4]([NH:15][C:16]2[CH:21]=[CH:20][C:19]([N:22]3[CH2:27][CH2:26][N:25]([CH3:28])[CH2:24][CH2:23]3)=[C:18]([O:29][CH3:30])[CH:17]=2)[C:5]([C:12]([NH2:14])=[O:13])=[N:6][C:7]=1[CH:8]([CH3:10])[CH3:9]. Procedure: To a mixture of 5-chloro-6-(2-hydroxypropan-2-yl)-3-{[3-methoxy-4-(4-methylpiperazin-1-yl)phenyl]amino}pyrazine-2-carboxamide (Preparation Example 544) (300 mg) and trifluoroacetic acid (3 mL), triethylsilane (0.55 mL) was added under ice cooling and stirred under ice cooling for 10 minutes and at room temperature for 22 hours. After the reaction liquid was concentrated, the residue was diluted with chloroform and washed with saturated aqueous sodium hydrogen carbonate. After drying over anhydro... Starting materials: COc1ccc(C(=O)Cl)cc1, CCC1(CC)C(=O)N(C)c2cc([N+](=O)[O-])c(N)cc21. Yields the product CCC1(CC)C(=O)N(C)c2cc([N+](=O)[O-])c(NC(=O)c3ccc(OC)cc3)cc21. RXN SMILES: [CH3:20][O:21][c:22]1[cH:23][cH:24][c:25]([C:26](=[O:27])[Cl:28])[cH:29][cH:30]1.[NH2:1][c:2]1[cH:3][c:4]2[c:8]([cH:9][c:10]1[N+:11](=[O:12])[O-:13])[N:7]([CH3:14])[C:6](=[O:15])[C:5]2([CH2:16][CH3:17])[CH2:18][CH3:19]>>[NH:1]([c:2]1[cH:3][c:4]2[c:8]([cH:9][c:10]1[N+:11](=[O:12])[O-:13])[N:7]([CH3:14])[C:6](=[O:15])[C:5]2([CH2:16][CH3:17])[CH2:18][CH3:19])[C:26]([c:25]1[cH:24][cH:23][c:22]([O:21][CH3:20])[cH:30][cH:29]1)=[O:27]. Reactants: O.NN (hydrazine monohydrate), S1C(=CC=C1)S(=O)(=O)NC=1C=CC=C2C=C(NC12)C(=O)O (7-[(2-thienylsulfonyl)amino]-1H-indole-2-carboxylic acid), N1(N=NC2=C1C=CC=C2)O (1H-1,2,3-benzotriazol-1-ol), Cl.CN(CCCN=C=NCC)C (N-[3-(dimethylamino)propyl]-N′-ethylcarbodiimide hydrochloride). Solvent: O (water), CN(C=O)C (N,N-dimethylformamide). Reaction conditions: time 10 minute. Product: N(N)C(=O)C=1NC2=C(C=CC=C2C1)NS(=O)(=O)C=1SC=CC1 (N-[2-(Hydrazinocarbonyl)-1H-indol-7-yl]thiophene-2-sulfonamide). Yield: 44.7%. As a reaction SMILES: [S:1]1[CH:5]=[CH:4][CH:3]=[C:2]1[S:6]([NH:9][C:10]1[CH:11]=[CH:12][CH:13]=[C:14]2[C:18]=1[NH:17][C:16]([C:19]([OH:21])=O)=[CH:15]2)(=[O:8])=[O:7].[N:22]1(O)C2C=CC=CC=2N=[N:23]1.Cl.CN(C)CCCN=C=NCC.O.NN>O.CN(C)C=O>[NH:22]([C:19]([C:16]1[NH:17][C:18]2[C:14]([CH:15]=1)=[CH:13][CH:12]=[CH:11][C:10]=2[NH:9][S:6]([C:2]1[S:1][CH:5]=[CH:4][CH:3]=1)(=[O:7])=[O:8])=[O:21])[NH2:23] |f:2.3,4.5|. Procedure details: To a mixture of 7-[(2-thienylsulfonyl)amino]-1H-indole-2-carboxylic acid (0.60 g), 1H-1,2,3-benzotriazol-1-ol (0.28 g) and N,N-dimethylformamide (6 mL) was added N-[3-(dimethylamino)propyl]-N′-ethylcarbodiimide hydrochloride (0.40 g) at room temperature. The mixture was stirred for 10 min and hydrazine monohydrate (0.28 mL) was added. The reaction mixture was stirred at room temperature overnight, and water was added. The resulting crystals were filtrated, washed with water, and dried to give th... Starting materials: CCOC(C)=O, CCO, CN(C)CCNC(=O)c1cc2ccc([N+](=O)[O-])cc2[nH]1. Product: CN(C)CCNC(=O)c1cc2ccc(N)cc2[nH]1. RXN SMILES: [CH2:21]([O:22][C:23](=[O:24])[CH3:25])[CH3:26].[CH2:27]([OH:28])[CH3:29].[CH3:1][N:2]([CH2:3][CH2:4][NH:5][C:6](=[O:7])[c:8]1[nH:9][c:10]2[cH:11][c:12]([N+:17]([O-:18])=[O:19])[cH:13][cH:14][c:15]2[cH:16]1)[CH3:20]>>[CH3:1][N:2]([CH2:3][CH2:4][NH:5][C:6](=[O:7])[c:8]1[nH:9][c:10]2[cH:11][c:12]([NH2:17])[cH:13][cH:14][c:15]2[cH:16]1)[CH3:20]. Starting materials: COc1ccc2c(c1)CCNC2=O, O, O=[N+]([O-])O, O=S(=O)(O)O. Product: COc1cc2c(cc1[N+](=O)[O-])C(=O)NCC2. As a reaction SMILES: [CH3:1][O:2][c:3]1[cH:4][c:5]2[c:10]([cH:11][cH:12]1)[C:9](=[O:13])[NH:8][CH2:7][CH2:6]2.[OH2:18].[OH:14][N+:15]([O-:16])=[O:17].[S:19](=[O:20])(=[O:21])([OH:22])[OH:23]>>[CH3:1][O:2][c:3]1[cH:4][c:5]2[c:10]([cH:11][c:12]1[N+:15](=[O:14])[O-:16])[C:9](=[O:13])[NH:8][CH2:7][CH2:6]2. The reactants are Cc1cccc(-c2cncc(Nc3c(C)noc3-c3ccc(-c4ccc(C5(C(=O)O)CC5)cc4)cc3)c2)c1, CS(N)(=O)=O, CN(C)c1ccncc1, CCOC(C)=O, CCN(C(C)C)C(C)C, O=C(Cl)C(=O)Cl, ClCCl, CN(C)C=O. Product: Cc1cccc(-c2cncc(Nc3c(C)noc3-c3ccc(-c4ccc(C5(C(=O)NS(C)(=O)=O)CC5)cc4)cc3)c2)c1. RXN SMILES: [CH3:1][c:2]1[n:3][o:4][c:5](-[c:21]2[cH:22][cH:23][c:24](-[c:27]3[cH:28][cH:29][c:30]([C:33]4([C:36](=[O:37])[OH:38])[CH2:34][CH2:35]4)[cH:31][cH:32]3)[cH:25][cH:26]2)[c:6]1[NH:7][c:8]1[cH:9][n:10][cH:11][c:12](-[c:14]2[cH:15][c:16]([CH3:20])[cH:17][cH:18][cH:19]2)[cH:13]1.[CH3:50][S:51](=[O:52])(=[O:53])[NH2:54].[CH3:67][N:68]([c:69]1[cH:70][cH:71][n:72][cH:73][cH:74]1)[CH3:75].[CH3:76][CH2:77][O:78][C:79]([CH3:80])=[O:81].[CH:55]([N:56]([CH2:57][CH3:58])[CH:59]([CH3:60])[CH3:61])([CH3:62])[CH3:63].[Cl:44][C:45]([C:46]([Cl:47])=[O:48])=[O:49].[Cl:64][CH2:65][Cl:66].[O:39]=[CH:40][N:41]([CH3:42])[CH3:43]>>[CH3:1][c:2]1[n:3][o:4][c:5](-[c:21]2[cH:22][cH:23][c:24](-[c:27]3[cH:28][cH:29][c:30]([C:33]4([C:36](=[O:38])[NH:54][S:51]([CH3:50])(=[O:52])=[O:53])[CH2:34][CH2:35]4)[cH:31][cH:32]3)[cH:25][cH:26]2)[c:6]1[NH:7][c:8]1[cH:9][n:10][cH:11][c:12](-[c:14]2[cH:15][c:16]([CH3:20])[cH:17][cH:18][cH:19]2)[cH:13]1.